Dataset: the Open Reaction Database (ORD), a public repository of structured organic reaction records. Task: describe an organic reaction: reactants, conditions, products, and yield As a reaction SMILES: [N:1]1[CH:6]=[CH:5][CH:4]=[CH:3][C:2]=1[C:7]1[CH:15]=[CH:14][CH:13]=[C:12]2[C:8]=1[CH2:9][C:10](=[O:16])[NH:11]2.[CH2:17]([O:19][C:20]([C:22]1[C:26]([CH2:27][CH2:28][CH2:29][N:30]2[CH2:35][CH2:34][N:33]([CH3:36])[CH2:32][CH2:31]2)=[C:25]([CH:37]=O)[NH:24][C:23]=1[CH3:39])=[O:21])[CH3:18].N1CCCCC1>C(O)C>[CH2:17]([O:19][C:20]([C:22]1[C:26]([CH2:27][CH2:28][CH2:29][N:30]2[CH2:35][CH2:34][N:33]([CH3:36])[CH2:32][CH2:31]2)=[C:25]([CH:37]=[C:9]2[C:8]3[C:12](=[CH:13][CH:14]=[CH:15][C:7]=3[C:2]3[CH:3]=[CH:4][CH:5]=[CH:6][N:1]=3)[NH:11][C:10]2=[O:16])[NH:24][C:23]=1[CH3:39])=[O:21])[CH3:18]. Run in C(C)O (ethanol). Reactants: N1=C(C=CC=C1)C1=C2CC(NC2=CC=C1)=O (4-pyridin-2-yl-1,3-dihydroindol-2-one), C(C)OC(=O)C1=C(NC(=C1CCCN1CCN(CC1)C)C=O)C (5-formyl-2-methyl-4-[3-(4-methylpiperazin-1-yl)-propyl]-1H-pyrrole-3-carboxylic acid ethyl ester), N1CCCCC1 (piperidine). Reported procedure: A mixture of 4-pyridin-2-yl-1,3-dihydroindol-2-one (31.5 mg, 0.15 mmol), 5-formyl-2-methyl-4-[3-(4-methylpiperazin-1-yl)-propyl]-1H-pyrrole-3-carboxylic acid ethyl ester (48.2 mg, 0.15 mmol) and piperidine (0.1 mL) in ethanol (1 mL) was heated in a sealed tube at 70° C. for 6 hours. The reaction was concentrated and the residue was re-crystallized from ethyl acetate and hexane to give the title compound. Yields the product C(C)OC(=O)C1=C(NC(=C1CCCN1CCN(CC1)C)C=C1C(NC2=CC=CC(=C12)C1=NC=CC=C1)=O)C (2-Methyl-4-[3-(4-methylpiperazin-1-yl)-propyl]-5-(2-oxo-4-pyridin-2-yl-1,2-dihydroindol-3-ylidenemethyl)-1H-pyrrole-3-carboxylic Acid Ethyl Ester). Run at temperature 70 celsius. Starting materials: FC1=CC=C(C=C1)S(=O)(=O)C[C@H]1C[C@@H](CO1)SC(C)=O (Ethanethioic acid trans-(+/-)-S-[5-[[(4-fluorophenyl)sulfonyl]methyl]tetrahydro-3-furanyl]ester), C[O-].[Na+].CO (sodium methoxide methyl alcohol). The solvent is O1CCCC1 (tetrahydrofuran). Yields the product FC1=CC=C(C=C1)S(=O)(=O)C[C@H]1C[C@@H](CO1)S (trans-(+/-)-5-[[(4-Fluorophenyl)sulfonyl]methyl]tetrahydro-3-furanthiol). Isolated yield 63.1%. RXN SMILES: [F:1][C:2]1[CH:7]=[CH:6][C:5]([S:8]([CH2:11][C@@H:12]2[O:16][CH2:15][C@@H:14]([S:17]C(=O)C)[CH2:13]2)(=[O:10])=[O:9])=[CH:4][CH:3]=1.C[O-].[Na+].CO>O1CCCC1>[F:1][C:2]1[CH:7]=[CH:6][C:5]([S:8]([CH2:11][C@@H:12]2[O:16][CH2:15][C@@H:14]([SH:17])[CH2:13]2)(=[O:9])=[O:10])=[CH:4][CH:3]=1 |f:1.2.3|. Procedure details: The title compound is prepared by the procedure of Example 16 using 0.955 g of product from Example 31, 0.72 ml of 25% sodium methoxide/methyl alcohol and 10 ml of tetrahydrofuran to give 0.523 g of the desired product. Starting materials: CCOC(=O)C=CC=Cc1cc(C)c(OCOCCOC)c(C)c1, CO, [Na+], [OH-], O. Product: COCCOCOc1c(C)cc(C=CC=CC(=O)O)cc1C. As a reaction SMILES: [CH3:1][O:2][CH2:3][CH2:4][O:5][CH2:6][O:7][c:8]1[c:9]([CH3:24])[cH:10][c:11]([CH:15]=[CH:16][CH:17]=[CH:18][C:19](=[O:20])[O:21][CH2:22][CH3:23])[cH:12][c:13]1[CH3:14].[CH3:27][OH:28].[Na+:26].[OH-:25].[OH2:29]>>[CH3:1][O:2][CH2:3][CH2:4][O:5][CH2:6][O:7][c:8]1[c:9]([CH3:24])[cH:10][c:11]([CH:15]=[CH:16][CH:17]=[CH:18][C:19](=[O:20])[OH:21])[cH:12][c:13]1[CH3:14]. Reactants: CN(C)C=O, COC(=O)C(C)(C)Br, Cc1c(Cc2ccc(Cl)cc2)c(=O)[nH]c2c(Cl)ccc(O)c12, [H-], [Na+], O. Yields the product COC(=O)C(C)(C)Oc1ccc(Cl)c2[nH]c(=O)c(Cc3ccc(Cl)cc3)c(C)c12. RXN SMILES: [CH3:23][N:24]([CH3:25])[CH:26]=[O:27].[CH3:30][O:31][C:32]([C:33]([CH3:34])([CH3:35])[Br:36])=[O:37].[Cl:1][c:2]1[cH:3][cH:4][c:5]([OH:22])[c:6]2[c:7]([CH3:21])[c:8]([CH2:13][c:14]3[cH:15][cH:16][c:17]([Cl:20])[cH:18][cH:19]3)[c:9](=[O:12])[nH:10][c:11]12.[H-:28].[Na+:29].[OH2:38]>>[Cl:1][c:2]1[cH:3][cH:4][c:5]([O:22][C:33]([C:32]([O:31][CH3:30])=[O:37])([CH3:34])[CH3:35])[c:6]2[c:7]([CH3:21])[c:8]([CH2:13][c:14]3[cH:15][cH:16][c:17]([Cl:20])[cH:18][cH:19]3)[c:9](=[O:12])[nH:10][c:11]12.